Dataset: the Open Reaction Database (ORD), a public repository of structured organic reaction records. Task: describe an organic reaction: reactants, conditions, products, and yield Reactants: C=CC(=O)OCC, S=c1[nH]ccn1C1CCc2ccccc2C1, CCO, Cl. The product is CCOC(=O)CCSc1nccn1C1CCc2ccccc2C1. Reaction SMILES: [C:17]([CH:18]=[CH2:19])(=[O:20])[O:21][CH2:22][CH3:23].[CH2:1]1[CH:2]([n:11]2[c:12](=[S:16])[nH:13][cH:14][cH:15]2)[CH2:3][CH2:4][c:5]2[cH:6][cH:7][cH:8][cH:9][c:10]21.[CH3:25][CH2:26][OH:27].[ClH:24]>>[CH2:1]1[CH:2]([n:11]2[c:12]([S:16][CH2:19][CH2:18][C:17](=[O:20])[O:21][CH2:22][CH3:23])[n:13][cH:14][cH:15]2)[CH2:3][CH2:4][c:5]2[cH:6][cH:7][cH:8][cH:9][c:10]21. Starting materials: CCO, Clc1nc(C(Cl)(Cl)Cl)[nH]c1Cl, N. The product is N#Cc1nc(Cl)c(Cl)[nH]1. As a reaction SMILES: [CH3:13][CH2:14][OH:15].[Cl:1][c:2]1[n:3][c:4]([C:8]([Cl:9])([Cl:10])[Cl:11])[nH:5][c:6]1[Cl:7].[NH3:12]>>[Cl:1][c:2]1[n:3][c:4]([C:8]#[N:12])[nH:5][c:6]1[Cl:7]. Run in CN(C=O)C (dimethyl formamide). Reaction SMILES: [CH3:1][C:2]1[CH:3]=[C:4]([CH3:19])[C:5]2[C:11](=[O:12])[N:10]([CH3:13])[C:9]3[CH:14]=[CH:15][CH:16]=[CH:17][C:8]=3[NH:7][C:6]=2[N:18]=1.[H-].[Na+].[CH2:22]([N:24]([CH2:32][CH2:33][CH2:34]Cl)[CH2:25][C:26]1[CH:31]=[CH:30][CH:29]=[CH:28][CH:27]=1)[CH3:23]>CN(C)C=O>[CH2:22]([N:24]([CH2:32][CH2:33][CH2:34][N:7]1[C:8]2[CH:17]=[CH:16][CH:15]=[CH:14][C:9]=2[N:10]([CH3:13])[C:11](=[O:12])[C:5]2[C:4]([CH3:19])=[CH:3][C:2]([CH3:1])=[N:18][C:6]1=2)[CH2:25][C:26]1[CH:27]=[CH:28][CH:29]=[CH:30][CH:31]=1)[CH3:23] |f:1.2|. Reported procedure: A mixture consisting of 12.3 gm of 6,11-dihydro-2,4,6-trimethyl-5H-pyrido[2,3-b][1,5]benzodiazepin-5-one, 120 ml of dimethyl formamide and 3.05 gm of 50% sodium hydride in mineral oil was stirred at 60° C. for 2 hours. Thereafter, 17 gm of 3-(N-ethyl-N-benzyl-amino)-propyl chloride were added dropwise, and the solution was stirred at 120° C. for 2 hours. After evaporating the solution in vacuo, the residue was distilled, yielding 68% of theory of 11-[3-(N-ethyl-N-benzyl-amino)-propyl]-6,11-dihyd... The reactants are CC=1C=C(C2=C(NC3=C(N(C2=O)C)C=CC=C3)N1)C (6,11-dihydro-2,4,6-trimethyl-5H-pyrido[2,3-b][1,5]benzodiazepin-5-one), [H-].[Na+] (sodium hydride), C(C)N(CC1=CC=CC=C1)CCCCl (3-(N-ethyl-N-benzyl-amino)-propyl chloride). Product: C(C)N(CC1=CC=CC=C1)CCCN1C2=C(C(N(C3=C1C=CC=C3)C)=O)C(=CC(=N2)C)C (11-[3-(N-ethyl-N-benzyl-amino)-propyl]-6,11-dihydro-2,4,6-trimethyl-5H-pyrido[2,3-b][1,5]benzodiazepin-5-one). Conditions: temperature 60 celsius, time 2 hour. Reactants: C(CC(=O)[O-])(=O)OCC (monoethyl malonate), ClC1=C(C=O)C=C(C=C1)[N+](=O)[O-] (2-chloro-5-nitrobenzaldehyde). The solvent is N1=CC=CC=C1 (pyridine). The product is ClC1=C(C=CC(=O)OCC)C=C(C=C1)[N+](=O)[O-] (Ethyl 2-chloro-5-nitrocinnamate). Isolated yield 31.0%. Reaction SMILES: [C:1]([O:7][CH2:8][CH3:9])(=[O:6])[CH2:2][C:3]([O-])=O.[Cl:10][C:11]1[CH:18]=[CH:17][C:16]([N+:19]([O-:21])=[O:20])=[CH:15][C:12]=1C=O>N1C=CC=CC=1>[Cl:10][C:11]1[CH:18]=[CH:17][C:16]([N+:19]([O-:21])=[O:20])=[CH:15][C:12]=1[CH:3]=[CH:2][C:1]([O:7][CH2:8][CH3:9])=[O:6]. Procedure: 33 g (250 millimoles) of monoethyl malonate and 27 g (150 millimoles) of 2-chloro-5-nitrobenzaldehyde in 100 ml of pyridine were reacted similarly to Example 1, and the mixture was worked up in a conventional manner. Yield: 31%, mp. 138°-140° C. Run in C1(=CC=CC=C1)C (toluene). Conditions: time 68 hour. Reactants: C(#N)[BH3-].[Na+] (sodium cyanoborohydride), C(C)(=O)O (acetic acid), C(C1=CC=CC=C1)[C@H]1N(CC[C@@H](C1)N)C(C1=CC(=CC(=C1)Cl)Cl)=O ((2R*,4S*)-2-benzyl-1-(3,5-dichlorobenzoyl)-4-piperidinamine), C(C1=CC=CC=C1)(=O)C1=CC=CC=C1 (benzophenone). Reaction SMILES: [CH2:1]([C@@H:8]1[CH2:13][C@@H:12]([NH2:14])[CH2:11][CH2:10][N:9]1[C:15](=[O:24])[C:16]1[CH:21]=[C:20]([Cl:22])[CH:19]=[C:18]([Cl:23])[CH:17]=1)[C:2]1[CH:7]=[CH:6][CH:5]=[CH:4][CH:3]=1.[C:25]([C:33]1[CH:38]=[CH:37][CH:36]=[CH:35][CH:34]=1)(=O)[C:26]1[CH:31]=[CH:30][CH:29]=[CH:28][CH:27]=1.C([BH3-])#N.[Na+].C(O)(=O)C>C1(C)C=CC=CC=1>[CH2:1]([C@@H:8]1[CH2:13][C@@H:12]([NH:14][CH:25]([C:26]2[CH:31]=[CH:30][CH:29]=[CH:28][CH:27]=2)[C:33]2[CH:38]=[CH:37][CH:36]=[CH:35][CH:34]=2)[CH2:11][CH2:10][N:9]1[C:15](=[O:24])[C:16]1[CH:21]=[C:20]([Cl:22])[CH:19]=[C:18]([Cl:23])[CH:17]=1)[C:2]1[CH:3]=[CH:4][CH:5]=[CH:6][CH:7]=1 |f:2.3|. The yield is 41.0%. Reported procedure: A solution of 200 mg (0.551 mmol) of (2R*,4S*)-2-benzyl-1-(3,5-dichlorobenzoyl)-4-piperidinamine and 110 mg (0.606 mmol) of benzophenone in 5 ml of toluene are kept at reflux for 18 hours. The reaction mixture is then concentrated in a rotary evaporator and dissolved in 3 ml of methanol, and 69 mg (1.10 mmol) of sodium cyanoborohydride are added at RT. The reaction mixture is adjusted to pH=5 with 80 μl of acetic acid and stirred at RT for 68 hours. The title compound ##STR98## is obtained as wh... Yields the product C(C1=CC=CC=C1)[C@H]1N(CC[C@@H](C1)NC(C1=CC=CC=C1)C1=CC=CC=C1)C(C1=CC(=CC(=C1)Cl)Cl)=O ((2R*,4S*)-2-benzyl-1-(3,5-dichlorobenzoyl)-N-diphenylmethyl-4-piperidinamine), foam. Starting materials: NC1=NN(N=C1)CC=1OC=C(N1)C(C)=O (1-[2-(4-amino-[1,2,3]triazol-2-ylmethyl)-oxazol-4-yl]-ethanone), C1(=CC=CC=C1)C1=C(N=CO1)C(=O)O (5-phenyl-oxazole-4-carboxylic acid). Product: C(C)(=O)C=1N=C(OC1)CN1N=CC(=N1)NC(=O)C=1N=COC1C1=CC=CC=C1 (5-Phenyl-oxazole-4-carboxylic acid [2-(4-acetyl-oxazol-2-ylmethyl)-2H-[1,2,3]triazol-4-yl]-amide). RXN SMILES: [NH2:1][C:2]1[CH:6]=[N:5][N:4]([CH2:7][C:8]2[O:9][CH:10]=[C:11]([C:13](=[O:15])[CH3:14])[N:12]=2)[N:3]=1.[C:16]1([C:22]2[O:26][CH:25]=[N:24][C:23]=2[C:27](O)=[O:28])[CH:21]=[CH:20][CH:19]=[CH:18][CH:17]=1>>[C:13]([C:11]1[N:12]=[C:8]([CH2:7][N:4]2[N:3]=[C:2]([NH:1][C:27]([C:23]3[N:24]=[CH:25][O:26][C:22]=3[C:16]3[CH:17]=[CH:18][CH:19]=[CH:20][CH:21]=3)=[O:28])[CH:6]=[N:5]2)[O:9][CH:10]=1)(=[O:15])[CH3:14]. Reported procedure: Following general procedure A, starting from 1-[2-(4-amino-[1,2,3]triazol-2-ylmethyl)-oxazol-4-yl]-ethanone and 5-phenyl-oxazole-4-carboxylic acid. The reactants are C(C)(C)(C)OC(=O)N1C(OC[C@@H]1CN(C1=CC=CC=C1)CC)(C)C ((S)-4-[(ethyl-phenyl-amino)-methyl]-2,2-dimethyl-oxazolidine-3-carboxylic acid tert-butyl ester), Cl (HCl). Solvent: O1CCOCC1 (dioxane). Reaction conditions: time 8 hour. Product: N[C@H](CO)CN(C1=CC=CC=C1)CC ((S)-2-amino-3-(ethyl-phenyl-amino)-propan-1-ol). Yield: 49.6%. Reaction SMILES: C(OC([N:8]1[C@@H:12]([CH2:13][N:14]([CH2:21][CH3:22])[C:15]2[CH:20]=[CH:19][CH:18]=[CH:17][CH:16]=2)[CH2:11][O:10]C1(C)C)=O)(C)(C)C.Cl>O1CCOCC1>[NH2:8][C@@H:12]([CH2:13][N:14]([CH2:21][CH3:22])[C:15]1[CH:20]=[CH:19][CH:18]=[CH:17][CH:16]=1)[CH2:11][OH:10]. Procedure: To a stirred solution of (S)-4-[(ethyl-phenyl-amino)-methyl]-2,2-dimethyl-oxazolidine-3-carboxylic acid tert-butyl ester (462 mg) at r.t. in dioxane (5.85 ml) under an argon atmosphere was added HCl solution (4 M in dioxane; 4.14 ml). The mixture was stirred at r.t. overnight and concentrated. The residue was taken up in EtOAc and washed with 10% aq. potassium bicarbonate solution. The aqueous layer was back extracted with EtOAc. The combined organics were washed with water and then with brine, ...